The task is: describe an organic reaction: reactants, conditions, products, and yield. This data is from the Open Reaction Database (ORD), a public repository of structured organic reaction records. The reactants are C(#N)[BH3-].[Na+] (Sodium cyanoborohydride), Br (hydrobromic acid), C(C1=CC=CC=C1)OC1=C(C=C2CCN=C(C2=C1)C1(CCC1)C1=C(C=CC=C1)SC)OC (7-benzyloxy-6-methoxy-1-[1-(2-methylthiophenyl)cyclobutyl]-3,4-dihydroisoquinoline), C(C)(=O)O (acetic acid). The solvent is CC(C)O (propan-2-ol), CO (methanol). Conditions: time 60 hour. Yields the product C(C1=CC=CC=C1)OC1=C(C=C2CCNC(C2=C1)C1(CCC1)C1=C(C=CC=C1)SC)OC (7-benzyloxy-6-methoxy-1-[1-(2-methylthiophenyl)cyclobutyl]-1,2,3,4-tetrahydroisoquinoline). Reaction SMILES: C([BH3-])#N.[Na+].[CH2:5]([O:12][C:13]1[CH:22]=[C:21]2[C:16]([CH2:17][CH2:18][N:19]=[C:20]2[C:23]2([C:27]3[CH:32]=[CH:31][CH:30]=[CH:29][C:28]=3[S:33][CH3:34])[CH2:26][CH2:25][CH2:24]2)=[CH:15][C:14]=1[O:35][CH3:36])[C:6]1[CH:11]=[CH:10][CH:9]=[CH:8][CH:7]=1.C(O)(=O)C.Br>CC(O)C.CO>[CH2:5]([O:12][C:13]1[CH:22]=[C:21]2[C:16]([CH2:17][CH2:18][NH:19][CH:20]2[C:23]2([C:27]3[CH:32]=[CH:31][CH:30]=[CH:29][C:28]=3[S:33][CH3:34])[CH2:24][CH2:25][CH2:26]2)=[CH:15][C:14]=1[O:35][CH3:36])[C:6]1[CH:11]=[CH:10][CH:9]=[CH:8][CH:7]=1 |f:0.1|. Procedure details: Sodium cyanoborohydride (0.8 g) was added to a mixture of 7-benzyloxy-6-methoxy-1-[1-(2-methylthiophenyl)cyclobutyl]-3,4-dihydroisoquinoline (2.8 g, prepared as described in Example CA32), acetic acid (20 ml) and methanol (10 ml) at 0° C. and stirred for 60 hours at ambient temperature. The mixture was poured onto water (300 ml) and extracted with dichloromethane. The organic layer was washed with aqueous ammonia solution (100 ml), then brine (100 ml), and dried over magnesium sulphate. The solv... Reactants: C(C1=CC=CC=C1)N(CCO)CCC1=CC(=CC=C1)F (2-[benzyl(3-fluorophenethyl)amino]ethanol). The reagents and catalysts are [Pd] (Palladium on activated carbon). The solvent is CO (MeOH). Product: FC=1C=C(CCNCCO)C=CC1 (2-(3-fluorophenethylamino)ethanol). Reaction SMILES: C([N:8]([CH2:12][CH2:13][C:14]1[CH:19]=[CH:18][CH:17]=[C:16]([F:20])[CH:15]=1)[CH2:9][CH2:10][OH:11])C1C=CC=CC=1>[Pd].CO>[F:20][C:16]1[CH:15]=[C:14]([CH:19]=[CH:18][CH:17]=1)[CH2:13][CH2:12][NH:8][CH2:9][CH2:10][OH:11]. Reported procedure: A suspension of V-2 (0.003 mol), such as 2-[benzyl(3-fluorophenethyl)amino]ethanol (0.82 g), and 10% Palladium on activated carbon (Pd/C, 450 mg) in MeOH (30 mL) was stirred at room temperature under hydrogen atmosphere overnight. The catalyst was then filtered out through celite. The celite pad was washed with MeOH (10 mL×3). The filtrate was concentrated in vacuo. The residue was purified by column chromatography (silica gel, CH2Cl2:MeOH=8.5:1.5) to yield pale-yellow oil (V-3, 0.45 g, 82%). Reactants: C(C)(C)(C)OC(=O)N[C@@H](C)C(=O)NC(C(=O)OC)C1CC1 (methyl {[N-(tert-butoxycarbonyl)-L-alanyl]amino}(cyclopropyl)acetate), C(=O)(OC(C)(C)C)NC(C(=O)O)CC (N-Boc-alpha-aminobutyric acid). Product: C(C)(C)(C)OC(=O)NC(C(=O)NC(C(=O)OC)C1CC1)CC (methyl ({2-[(tert-butoxycarbonyl)amino]butanoyl}amino)(cyclopropyl)acetate). RXN SMILES: [C:1]([O:5][C:6]([NH:8][C@H:9]([C:11]([NH:13][CH:14]([CH:19]1[CH2:21][CH2:20]1)[C:15]([O:17][CH3:18])=[O:16])=[O:12])[CH3:10])=[O:7])([CH3:4])([CH3:3])[CH3:2].[C:22](NC(CC)C(O)=O)(OC(C)(C)C)=O>>[C:1]([O:5][C:6]([NH:8][CH:9]([CH2:10][CH3:22])[C:11]([NH:13][CH:14]([CH:19]1[CH2:20][CH2:21]1)[C:15]([O:17][CH3:18])=[O:16])=[O:12])=[O:7])([CH3:2])([CH3:3])[CH3:4]. Procedure: Following the procedure for the preparation of methyl {[N-(tert-butoxycarbonyl)-L-alanyl]amino}(cyclopropyl)acetate but substituting N-Boc-alpha-aminobutyric acid and making non-critical variations provided the title compound as a solid: 1H NMR (CDCl3) δ 0.40-0.62, 0.94-0.99, 1.09-1.12, 1.46, 1.63-2.06, 3.77, 4.04, 5.02, 6.54. Reaction conditions: time 15 minute. Procedure: Morpholine (1 ml., 11.4 mmole) is added to a stirring solution of 1-[[[(S)-3-[[(4-nitrophenoxy)carbonyl]amino]-2-oxo-4-phenylbutyl]methylamino]carbonyl]-L-proline, phenylmethyl ester (0.9 g., 1.58 mmole) ih toluene at 0° in one portion. The reaction mixture turns yellow in 15 minutes and TLC indicates complete loss of starting material after 30 minutes. The resulting solution is washed sequentially with water, 1N hydrochloric acid, and 10% sodium bicarbonate. The organic layer is dried (MgSO4) a... The reactants are N1CCOCC1 (Morpholine), [N+](=O)([O-])C1=CC=C(OC(=O)N[C@H](C(CN(C(=O)N2[C@H](C(=O)OCC3=CC=CC=C3)CCC2)C)=O)CC2=CC=CC=C2)C=C1 (1-[[[(S)-3-[[(4-nitrophenoxy)carbonyl]amino]-2-oxo-4-phenylbutyl]methylamino]carbonyl]-L-proline, phenylmethyl ester), C1(=CC=CC=C1)C (toluene), N1[C@H](C(=O)OCC2=CC=CC=C2)CCC1 (L-proline, phenylmethyl ester). Product: CN(C(=O)N1[C@H](C(=O)OCC2=CC=CC=C2)CCC1)CC([C@H](CC1=CC=CC=C1)NC(=O)N1CCOCC1)=O (1-[[Methyl[(S)-3-[(4-morpholinylcarbonyl)amino]-2-oxo-4-phenylbutyl]amino]carbonyl]-L-proline, phenylmethyl ester). Run in C(C)(=O)OCC (ethyl acetate). Reaction SMILES: [NH:1]1[CH2:6][CH2:5][O:4][CH2:3][CH2:2]1.[N+](C1C=CC([O:14][C:15]([NH:17][C@@H:18]([CH2:41][C:42]2[CH:47]=[CH:46][CH:45]=[CH:44][CH:43]=2)[C:19](=[O:40])[CH2:20][N:21]([CH3:39])[C:22]([N:24]2[CH2:38][CH2:37][CH2:36][C@H:25]2[C:26]([O:28][CH2:29][C:30]2[CH:35]=[CH:34][CH:33]=[CH:32][CH:31]=2)=[O:27])=[O:23])=O)=CC=1)([O-])=O.C1(C)C=CC=CC=1.N1CCC[C@H]1C(OCC1C=CC=CC=1)=O>C(OCC)(=O)C>[CH3:39][N:21]([CH2:20][C:19](=[O:40])[C@@H:18]([NH:17][C:15]([N:1]1[CH2:6][CH2:5][O:4][CH2:3][CH2:2]1)=[O:14])[CH2:41][C:42]1[CH:43]=[CH:44][CH:45]=[CH:46][CH:47]=1)[C:22]([N:24]1[CH2:38][CH2:37][CH2:36][C@H:25]1[C:26]([O:28][CH2:29][C:30]1[CH:35]=[CH:34][CH:33]=[CH:32][CH:31]=1)=[O:27])=[O:23]. Yields the product COC1=C(OC)C(=O)C(Cc2ccc(OC(C)=O)c(C(=O)Nc3ccc(C(=O)O)cc3)c2)=C(C)C1=O. As a reaction SMILES: [CH3:1][O:2][C:3]1=[C:8]([O:9][CH3:10])[C:7](=[O:11])[C:6]([CH2:12][c:13]2[cH:14][cH:15][c:16]([O:35][C:36]([CH3:37])=[O:38])[c:17]([C:18](=[O:19])[NH:20][c:21]3[cH:22][cH:23][c:24]([C:25](=[O:26])[O:27][C:28]([CH3:29])([CH3:30])[CH3:31])[cH:32][cH:33]3)[cH:34]2)=[C:5]([CH3:39])[C:4]1=[O:40].[CH:41]([OH:42])=[O:43]>>[CH3:1][O:2][C:3]1=[C:8]([O:9][CH3:10])[C:7](=[O:11])[C:6]([CH2:12][c:13]2[cH:14][cH:15][c:16]([O:35][C:36]([CH3:37])=[O:38])[c:17]([C:18](=[O:19])[NH:20][c:21]3[cH:22][cH:23][c:24]([C:25](=[O:26])[OH:27])[cH:32][cH:33]3)[cH:34]2)=[C:5]([CH3:39])[C:4]1=[O:40]. The reactants are COC1=C(OC)C(=O)C(Cc2ccc(OC(C)=O)c(C(=O)Nc3ccc(C(=O)OC(C)(C)C)cc3)c2)=C(C)C1=O, O=CO.